Dataset: the Open Reaction Database (ORD), a public repository of structured organic reaction records. Task: describe an organic reaction: reactants, conditions, products, and yield Starting materials: 2-Bromo-1,3-cyclohexadione, NC=1SC2=C(N1)CCCC2=O (2-Amino-4,5-dihydrobenzothiazole-7(6H)-one), SC=1NC2=C(N1)C=CC=C2 (2-mercaptobenzimidazole), C1(=CC=CC=C1)C=1N=C2SC3=C(N2C1)CCCC3=O (2-Phenyl-5,6-dihydroimidazo[2,1-b]benzothiazole-8(7H)-one). Product: C1CCC(C2=C1N1C(S2)=NC2=C1C=CC=C2)=O (1,2-dihydrobenzimidazo[2,1-b]benzothiazole-4(3H)-one). RXN SMILES: NC1SC2C(=O)CCCC=2N=1.SC1NC2C=CC=CC=2N=1.[C:22]1([C:28]2[N:29]=[C:30]3[N:34]([CH:35]=2)[C:33]2[CH2:36][CH2:37][CH2:38][C:39](=[O:40])[C:32]=2[S:31]3)[CH:27]=[CH:26][CH:25]=CC=1>>[CH2:36]1[C:33]2[N:34]3[C:35]4[CH:25]=[CH:26][CH:27]=[CH:22][C:28]=4[N:29]=[C:30]3[S:31][C:32]=2[C:39](=[O:40])[CH2:38][CH2:37]1. Procedure: 2-Bromo-1,3-cyclohexadione prepared in Example 1, Route 1 (A) was reacted with 2-mercaptobenzimidazole in the same manner as that of Example 1, Route 1 (B) to give 1,2-dihydrobenzimidazo[2,1-b]benzothiazole-4(3H)-one (Compound (IIb) of Reaction Scheme II), which was subjected to bromination in the same manner as that of Example 1, Route 1 (C) to give 3-bromo-1,2-dihydrobenzimidazo[2,1-b] benzothiazole-4(3H)-one hydrobromide. The hydrobromide (1.45 g) and thiourea (0.15 g) were placed into ethano... Starting materials: O (water), CC(C)([O-])C.[K+] (Potassium tert-butoxide), BrC1=CC=C(C=C1)C=1NC2=CC=CC=C2C1 (2-(4-bromophenyl)indole), IC (Iodomethane). Solvent: CN(C=O)C (dimethylformamide). Reaction conditions: time 18 hour. The product is BrC1=CC=C(C=C1)C=1N(C2=CC=CC=C2C1)C (2-(4-bromophenyl)-1-methylindole). The yield is 56.8%. RXN SMILES: [CH3:1]C(C)([O-])C.[K+].[Br:7][C:8]1[CH:13]=[CH:12][C:11]([C:14]2[NH:15][C:16]3[C:21]([CH:22]=2)=[CH:20][CH:19]=[CH:18][CH:17]=3)=[CH:10][CH:9]=1.IC.O>CN(C)C=O>[Br:7][C:8]1[CH:9]=[CH:10][C:11]([C:14]2[N:15]([CH3:1])[C:16]3[C:21]([CH:22]=2)=[CH:20][CH:19]=[CH:18][CH:17]=3)=[CH:12][CH:13]=1 |f:0.1|. Procedure details: Potassium tert-butoxide (1.23 g) was added to a solution of 2-(4-bromophenyl)indole (2.72 g) in dimethylformamide (40 ml). Iodomethane (1.25 ml) was added and the reaction mixture stirred at ambient temperature for 18 hours. The reaction mixture was added to water. This solid was collected by filtration and purified by vacuum chromatography on silica gel (Merck Art. 7736) using 5% ethyl acetate/hexane as eluent to give 2-(4-bromophenyl)-1-methylindole (1.625 g) as a solid, m.p. 114°-115° C. RXN SMILES: [C:1]([NH:4][C:5]1[CH:10]=[C:9]([O:11]C)[CH:8]=[CH:7][C:6]=1[Cl:13])(=[O:3])[CH3:2].[Cl-].[Al+3].[Cl-].[Cl-].[Cl:18][CH2:19][CH2:20][CH2:21][CH2:22][C:23](Cl)=[O:24]>C(Cl)CCl>[C:1]([NH:4][C:5]1[C:6]([Cl:13])=[CH:7][C:8]([C:23](=[O:24])[CH2:22][CH2:21][CH2:20][CH2:19][Cl:18])=[C:9]([OH:11])[CH:10]=1)(=[O:3])[CH3:2] |f:1.2.3.4|. Procedure: N-Acetyl-2-chloro-5-methoxyaniline (10.0 g, 50 mmol), aluminum chloride (13.3 g, 100 mmol), and 5-chloropentanoyl chloride (11.7 g, 75 mmol) were combined in ethylene dichloride (100 mL) and the mixture was stirred at room temperature and under nitrogen for 7 days. The mixture was then poured onto crushed ice and extracted into methylene chloride. The methylene chloride extract was washed with water and then dried. The solvent was evaporated in vacuo. Crystallization of the residue from ethyl ac... Solvent: C(CCl)Cl (ethylene dichloride). The reactants are C(C)(=O)NC1=C(C=CC(=C1)OC)Cl (N-Acetyl-2-chloro-5-methoxyaniline), [Cl-].[Al+3].[Cl-].[Cl-] (aluminum chloride), ClCCCCC(=O)Cl (5-chloropentanoyl chloride). The product is C(C)(=O)NC1=CC(=C(C=C1Cl)C(CCCCCl)=O)O (1-(4-acetylamino-5-chloro-2-hydroxyphenyl)-5-chloropentan-1-one). The yield is 70.2%. Conditions: time 7 day. The reactants are C(C)(=O)OCC (ethyl acetate), OC1=CC=C(C=C1)N1C(=NC(=C(C1=O)CC1=CC=C(C=C1)C=1C(=CC=CC1)C#N)CCC)C (4′-{[1-(4-hydroxyphenyl)-2-methyl-6-oxo-4-propyl-1,6-dihydropyrimidin-5-yl]methyl}biphenyl-2-carbonitrile), BrC1CCC1 (bromocyclobutane), C([O-])([O-])=O.[Cs+].[Cs+] (cesium carbonate). Solvent: O (water), CN(C=O)C (N,N-dimethylformamide). Run at temperature 80 celsius, time 5 hour. The product is C1(CCC1)OC1=CC=C(C=C1)N1C(=NC(=C(C1=O)CC1=CC=C(C=C1)C=1C(=CC=CC1)C#N)CCC)C (4′-({1-[4-(cyclobutyloxy)phenyl]-2-methyl-6-oxo-4-propyl-1,6-dihydropyrimidin-5-yl}methyl)biphenyl-2-carbonitrile). RXN SMILES: [OH:1][C:2]1[CH:7]=[CH:6][C:5]([N:8]2[C:13](=[O:14])[C:12]([CH2:15][C:16]3[CH:21]=[CH:20][C:19]([C:22]4[C:23]([C:28]#[N:29])=[CH:24][CH:25]=[CH:26][CH:27]=4)=[CH:18][CH:17]=3)=[C:11]([CH2:30][CH2:31][CH3:32])[N:10]=[C:9]2[CH3:33])=[CH:4][CH:3]=1.Br[CH:35]1[CH2:38][CH2:37][CH2:36]1.C(=O)([O-])[O-].[Cs+].[Cs+].C(OCC)(=O)C>CN(C)C=O.O>[CH:35]1([O:1][C:2]2[CH:3]=[CH:4][C:5]([N:8]3[C:13](=[O:14])[C:12]([CH2:15][C:16]4[CH:21]=[CH:20][C:19]([C:22]5[C:23]([C:28]#[N:29])=[CH:24][CH:25]=[CH:26][CH:27]=5)=[CH:18][CH:17]=4)=[C:11]([CH2:30][CH2:31][CH3:32])[N:10]=[C:9]3[CH3:33])=[CH:6][CH:7]=2)[CH2:38][CH2:37][CH2:36]1 |f:2.3.4|. Procedure details: To a solution of 4′-{[1-(4-hydroxyphenyl)-2-methyl-6-oxo-4-propyl-1,6-dihydropyrimidin-5-yl]methyl}biphenyl-2-carbonitrile (1.0 g) and bromocyclobutane (1.1 mL) in N,N-dimethylformamide (10 mL) was added cesium carbonate (1.5 g), and the mixture was stirred at 80° C. for 5 hr. The reaction mixture was allowed to cool to room temperature, ethyl acetate and water were added, and the mixture was extracted with ethyl acetate. The organic layer was washed with saturated brine and dried over anhydrous... Starting materials: COC1=C(C=CC(=C1)C(=O)N)C1=NC=2NC(NC(C2N1)=O)=O (8-(2-methoxy-4-aminocarbonylphenyl)-1H,3H-purin-2,6-dione). Solvent: P(=O)(Cl)(Cl)Cl (phosphorus oxychloride). Product: COC1=C(C=CC(=C1)C#N)C1=NC=2NC(NC(C2N1)=O)=O (8-(2-Methoxy-4-cyano-phenyl)-1H,3H-purin-2,6-dione). RXN SMILES: [CH3:1][O:2][C:3]1[CH:8]=[C:7]([C:9]([NH2:11])=O)[CH:6]=[CH:5][C:4]=1[C:12]1[NH:20][C:19]2[C:18](=[O:21])[NH:17][C:16](=[O:22])[NH:15][C:14]=2[N:13]=1>P(Cl)(Cl)(Cl)=O>[CH3:1][O:2][C:3]1[CH:8]=[C:7]([C:9]#[N:11])[CH:6]=[CH:5][C:4]=1[C:12]1[NH:20][C:19]2[C:18](=[O:21])[NH:17][C:16](=[O:22])[NH:15][C:14]=2[N:13]=1. Procedure: Prepared by boiling 0.7 gm of 8-(2-methoxy-4-aminocarbonylphenyl)-1H,3H-purin-2,6-dione in 10 ml of phosphorus oxychloride for 24 hours. The compound crystallizes as the hemihydrate. Starting materials: F[B-](F)(F)F, CC(C)(C)OC(=O)NC1CCN(S(=O)(=O)c2cccc3cncc(Br)c23)C1, CC(=O)[O-], CC(=O)[O-], Cc1ccccc1, CCOC(C)=O, OB(O)C1CC1, C1CCC([PH+](C2CCCCC2)C2CCCCC2)CC1, [K+], [K+], [K+], O=P([O-])([O-])[O-], [Pd+2]. The product is CC(C)(C)OC(=O)NC1CCN(S(=O)(=O)c2cccc3cncc(C4CC4)c23)C1. As a reaction SMILES: [B-:42]([F:43])([F:44])([F:45])[F:46].[C:1]([CH3:2])([CH3:3])([CH3:4])[O:5][C:6](=[O:7])[NH:8][CH:9]1[CH2:10][N:11]([S:14](=[O:15])(=[O:16])[c:17]2[c:18]3[c:19]([Br:27])[cH:20][n:21][cH:22][c:23]3[cH:24][cH:25][cH:26]2)[CH2:12][CH2:13]1.[C:73]([O-:74])(=[O:75])[CH3:76].[C:78]([O-:79])(=[O:80])[CH3:81].[CH3:66][c:67]1[cH:68][cH:69][cH:70][cH:71][cH:72]1.[CH3:82][CH2:83][O:84][C:85](=[O:86])[CH3:87].[CH:28]1([B:31]([OH:32])[OH:33])[CH2:29][CH2:30]1.[CH:47]1([PH+:48]([CH:49]2[CH2:50][CH2:51][CH2:52][CH2:53][CH2:54]2)[CH:55]2[CH2:56][CH2:57][CH2:58][CH2:59][CH2:60]2)[CH2:61][CH2:62][CH2:63][CH2:64][CH2:65]1.[K+:39].[K+:40].[K+:41].[P:34]([O-:35])([O-:36])([O-:37])=[O:38].[Pd+2:77]>>[C:1]([CH3:2])([CH3:3])([CH3:4])[O:5][C:6](=[O:7])[NH:8][CH:9]1[CH2:10][N:11]([S:14](=[O:15])(=[O:16])[c:17]2[c:18]3[c:19]([CH:28]4[CH2:29][CH2:30]4)[cH:20][n:21][cH:22][c:23]3[cH:24][cH:25][cH:26]2)[CH2:12][CH2:13]1.